Dataset: the Open Reaction Database (ORD), a public repository of structured organic reaction records. Task: describe an organic reaction: reactants, conditions, products, and yield Reactants: C(C)#N (acetonitrile), C(CCC)[Li] (n-butyllithium), O1C(=CC=C1)C#N (2-furonitrile). Run in C1CCOC1 (THF). Reaction conditions: time 15 minute. Yields the product NC(=CC#N)C=1OC=CC1 (3-amino-3-furan-2-yl-acrylonitrile). As a reaction SMILES: [C:1](#[N:3])[CH3:2].C([Li])CCC.[O:9]1[CH:13]=[CH:12][CH:11]=[C:10]1[C:14]#[N:15]>C1COCC1>[NH2:15][C:14]([C:10]1[O:9][CH:13]=[CH:12][CH:11]=1)=[CH:2][C:1]#[N:3]. Procedure: Following the method of Gupta et al. (Tetrahedron 1990, 46, 3703) and Bullock and Gregory (Can. J. Chem. 1965, 43, 332), to a stirred solution of 0.53 ml (10.0 mmol) acetonitrile in 25 ml dry THF under argon at −78° C. was added 6.25 ml (10.0 mmol) n-butyllithium solution (1.6M in hexane) and stirring continued for 15 minutes. 0.87 ml (10.0 mmol) 2-furonitrile was then added dropwise and stirring continued for 45 minutes at −78° C. The reaction mixture was quenched at 0° C. with 3 ml water and t...